This data is from the Open Reaction Database (ORD), a public repository of structured organic reaction records. The task is: describe an organic reaction: reactants, conditions, products, and yield Reactants: CCOC(=O)c1cc(Br)cc2c(=O)cc(-c3cccc(OC(C)C)c3)oc12, CC(=O)O, O, O=S(=O)(O)O. Yields the product CCOC(=O)c1cc(Br)cc2c(=O)cc(-c3cccc(O)c3)oc12. Reaction SMILES: [Br:1][c:2]1[cH:3][c:4]2[c:5](=[O:27])[cH:6][c:7](-[c:17]3[cH:18][c:19]([O:23][CH:24]([CH3:25])[CH3:26])[cH:20][cH:21][cH:22]3)[o:8][c:9]2[c:10]([C:12](=[O:13])[O:14][CH2:15][CH3:16])[cH:11]1.[CH3:34][C:35](=[O:36])[OH:37].[OH2:33].[S:28](=[O:29])(=[O:30])([OH:31])[OH:32]>>[Br:1][c:2]1[cH:3][c:4]2[c:5](=[O:27])[cH:6][c:7](-[c:17]3[cH:18][c:19]([OH:23])[cH:20][cH:21][cH:22]3)[o:8][c:9]2[c:10]([C:12](=[O:13])[O:14][CH2:15][CH3:16])[cH:11]1. The reactants are [OH-].[Na+] (sodium hydroxide), N1C=NC(=C1)COCC(O)C1=CC=CC=C1 (2-[(imidazol-4-yl)methoxy]-1-phenylethanol), N1=CC=CC=C1 (pyridine), C(C)(=O)OC(C)=O (acetic anhydride). Run in C(C)O (ethanol), C(C)N(CC)CC (triethylamine), O (water), C(Cl)(Cl)Cl (chloroform). Reaction conditions: temperature 100 celsius, time 1 hour. Product: CN1C=NC=C1COCC(O)C1=CC=CC=C1 (2-[(1-methylimidazol-5-yl)methoxy]-1-phenylethanol). As a reaction SMILES: [NH:1]1[CH:5]=[C:4]([CH2:6][O:7][CH2:8][CH:9]([C:11]2[CH:16]=[CH:15][CH:14]=[CH:13][CH:12]=2)[OH:10])[N:3]=[CH:2]1.N1C=CC=C[CH:18]=1.C(OC(=O)C)(=O)C.[OH-].[Na+]>O.C(Cl)(Cl)Cl.C(O)C.C(N(CC)CC)C>[CH3:18][N:3]1[C:4]([CH2:6][O:7][CH2:8][CH:9]([C:11]2[CH:16]=[CH:15][CH:14]=[CH:13][CH:12]=2)[OH:10])=[CH:5][N:1]=[CH:2]1 |f:3.4|. Procedure: A mixture of 500 mg of 2-[(imidazol-4-yl)methoxy]-1-phenylethanol, 1.1 ml of pyridine, 1.1 ml of triethylamine and 1.1 ml of acetic anhydride was stirred for 1 hour at 100° C. The reaction mixture was cooled to room temperature. The solvent was removed by distillation under reduced pressure. To the residue were added 1.1 ml of methyl iodide and 5 ml of acetonitrile. The mixture was allowed to stand at room temperature for 24 hours. The solvent was removed by distillation under reduced pressure. ... The reactants are N[C@H](C(C(=O)OCC1=CC=CC=C1)O)CCCC (phenylmethyl (2RS,3S)-3-amino-2-hydroxyheptanoate), N1(CCOCC1)C(=O)NC1(CCCCC1)C(=O)O (1-[N-(morpholine-4-carbonyl)amino]cyclohexanecarboxylic acid), ON1N=NC2=C1C=CC=C2 (1-hydroxybenzotriazole), Cl.C(C)N=C=NCCCN(C)C (1-ethyl-3-(3-dimethylaminopropyl)carbodiimide hydrochloride). The solvent is ClCCl (dichloromethane). Reaction conditions: time 18 hour. Product: OC(C(=O)OCC1=CC=CC=C1)[C@H](CCCC)NC(=O)C1(CCCCC1)NC(=O)N1CCOCC1 (phenylmethyl (2RS,3S)-2-hydroxy-3-[N-[1-[N-(morpholine-4-carbonyl)amino]cyclohexanecarbonyl]amino]heptanoate). The yield is 92.7%. As a reaction SMILES: [NH2:1][C@@H:2]([CH2:15][CH2:16][CH2:17][CH3:18])[CH:3]([OH:14])[C:4]([O:6][CH2:7][C:8]1[CH:13]=[CH:12][CH:11]=[CH:10][CH:9]=1)=[O:5].[N:19]1([C:25]([NH:27][C:28]2([C:34](O)=[O:35])[CH2:33][CH2:32][CH2:31][CH2:30][CH2:29]2)=[O:26])[CH2:24][CH2:23][O:22][CH2:21][CH2:20]1.ON1C2C=CC=CC=2N=N1.Cl.C(N=C=NCCCN(C)C)C>ClCCl>[OH:14][CH:3]([C@@H:2]([NH:1][C:34]([C:28]1([NH:27][C:25]([N:19]2[CH2:24][CH2:23][O:22][CH2:21][CH2:20]2)=[O:26])[CH2:29][CH2:30][CH2:31][CH2:32][CH2:33]1)=[O:35])[CH2:15][CH2:16][CH2:17][CH3:18])[C:4]([O:6][CH2:7][C:8]1[CH:9]=[CH:10][CH:11]=[CH:12][CH:13]=1)=[O:5] |f:3.4|. Procedure details: Subsequently, under ice-cooled condition, to 9.3 g (37 mmol) of phenylmethyl (2RS,3S)-3-amino-2-hydroxyheptanoate, 9.5 g (37 mmol) of 1-[N-(morpholine-4-carbonyl)amino]cyclohexanecarboxylic acid synthesized in Reference Example 5 and 6.0 g (45 mmol) of 1-hydroxybenzotriazole in 100 ml of dichloromethane, 8.5 g (45 mmol) of 1-ethyl-3-(3-dimethylaminopropyl)carbodiimide hydrochloride was added and then was stirred at the room temperature for 18 hours. The reaction solution was concentrated under r...